From a dataset of the Open Reaction Database (ORD), a public repository of structured organic reaction records. describe an organic reaction: reactants, conditions, products, and yield Starting materials: Cl (HCl), C(C1=CC=CC=C1)N1CC2=CC=C(C=C2C1)C(=O)OC (methyl 2-benzylisoindoline-5-carboxylate). The solvent is ClCCl (dichloromethane). The product is Cl.C(C1=CC=CC=C1)N1CC2=CC=C(C=C2C1)C(=O)OC (Methyl 2-benzylisoindoline-5-carboxylate hydrochloride). RXN SMILES: [ClH:1].[CH2:2]([N:9]1[CH2:17][C:16]2[C:11](=[CH:12][CH:13]=[C:14]([C:18]([O:20][CH3:21])=[O:19])[CH:15]=2)[CH2:10]1)[C:3]1[CH:8]=[CH:7][CH:6]=[CH:5][CH:4]=1>ClCCl>[ClH:1].[CH2:2]([N:9]1[CH2:17][C:16]2[C:11](=[CH:12][CH:13]=[C:14]([C:18]([O:20][CH3:21])=[O:19])[CH:15]=2)[CH2:10]1)[C:3]1[CH:4]=[CH:5][CH:6]=[CH:7][CH:8]=1 |f:3.4|. Reported procedure: HCl gas was passed through a solution of methyl 2-benzylisoindoline-5-carboxylate (56 g; 1 equiv.) in 560 ml of dichloromethane until a solid formed. The solid was filtered out, washed with hexane and dried. Methyl 2-benzylisoindoline-5-carboxylate hydrochloride (43 g) was obtained in the form of a white solid. The reactants are O=C([O-])O, CC(=O)N1c2ccccc2N2CCc3cccc(c32)C1CCCN(C)C, CCOC(=O)Cl, ClCCl, [Na+], O, c1ccccc1. Product: CCOC(=O)N(C)CCCC1c2cccc3c2N(CC3)c2ccccc2N1C(C)=O. Reaction SMILES: [C:1](=[O:2])([OH:3])[O-:4].[C:6]([CH3:7])(=[O:8])[N:9]1[c:10]2[c:11]([cH:28][cH:29][cH:30][cH:31]2)[N:12]2[c:13]3[c:14]([cH:22][cH:23][cH:24][c:25]3[CH2:26][CH2:27]2)[CH:15]1[CH2:16][CH2:17][CH2:18][N:19]([CH3:20])[CH3:21].[Cl:32][C:33](=[O:34])[O:35][CH2:36][CH3:37].[Cl:45][CH2:46][Cl:47].[Na+:5].[OH2:44].[cH:38]1[cH:39][cH:40][cH:41][cH:42][cH:43]1>>[C:6]([CH3:7])(=[O:8])[N:9]1[c:10]2[c:11]([cH:28][cH:29][cH:30][cH:31]2)[N:12]2[c:13]3[c:14]([cH:22][cH:23][cH:24][c:25]3[CH2:26][CH2:27]2)[CH:15]1[CH2:16][CH2:17][CH2:18][N:19]([CH3:20])[C:33](=[O:34])[O:35][CH2:36][CH3:37]. Reactants: NC1=CC=CC=C1 (aniline), NC(=O)N (urea), C12CN(CC(CC1)O2)C2=C1C(=NC(=N2)C2=CC=C(C=C2)NC(=O)NCC)N(N=C1)C1CCN(CC1)C(=O)OCC (ethyl 4-(4-(8-oxa-3-azabicyclo[3.2.1]octan-3-yl)-6-(4-(3-ethylureido)phenyl)-1H-pyrazolo[3,4-d]pyrimidin-1-yl)piperidine-1-carboxylate), C(C)N (ethylamine). Product: C12COCC(CC1)N2C2=C1C(=NC(=N2)C2=CC=C(C=C2)NC(=O)NCC)N(N=C1)CC (1-(4-(4-(3-oxa-8-azabicyclo[3.2.1]octan-8-yl)-1-ethyl-1H-pyrazolo[3,4-d]pyrimidin-6-yl)phenyl)-3-ethylurea). As a reaction SMILES: NC(N)=O.[CH:5]12[O:12][CH:9](CC1)[CH2:8][N:7]([C:13]1[N:18]=[C:17]([C:19]3[CH:24]=[CH:23][C:22]([NH:25][C:26]([NH:28][CH2:29][CH3:30])=[O:27])=[CH:21][CH:20]=3)[N:16]=[C:15]3[N:31]([CH:34]4CCN(C(OCC)=O)C[CH2:35]4)[N:32]=[CH:33][C:14]=13)[CH2:6]2.[CH2:45](N)[CH3:46].NC1C=CC=CC=1>>[CH:6]12[N:7]([C:13]3[N:18]=[C:17]([C:19]4[CH:20]=[CH:21][C:22]([NH:25][C:26]([NH:28][CH2:29][CH3:30])=[O:27])=[CH:23][CH:24]=4)[N:16]=[C:15]4[N:31]([CH2:34][CH3:35])[N:32]=[CH:33][C:14]=34)[CH:8]([CH2:45][CH2:46]1)[CH2:9][O:12][CH2:5]2. Reported procedure: A urea formation procedure similar to that used for the synthesis of ethyl 4-(4-(8-oxa-3-azabicyclo[3.2.1]octan-3-yl)-6-(4-(3-ethylureido)phenyl)-1H-pyrazolo[3,4-d]pyrimidin-1-yl)piperidine-1-carboxylate is used, utilizing ethylamine (2M in THF) as the aniline component. (46%, MS=422.4 (M+H)) Starting materials: FC=1C(=C2C(C(=CN3C2=C(C1F)CC3C)C(=O)O)=O)N (8,9-difluoro-7-amino-2-methyl-6-oxo-1,2-dihydro-pyrrolo[3,2,1-ij]quinoline-5-carboxylic acid), N1CCNCC1 (piperazine). Solvent: CN1C(CCC1)=O (N-methylpyrrolidone). Product: FC=1C(=C2C(C(=CN3C2=C(C1N1CCNCC1)CC3C)C(=O)O)=O)N (8-fluoro-2-methyl-9-(1-piperazinyl)-7-amino-6-oxo-1,2-dihydro-pyrrolo[3,2,1-ij]quinoline-5-carboxylic acid). The yield is 56.6%. As a reaction SMILES: [F:1][C:2]1[C:3]([NH2:20])=[C:4]2[C:9]3=[C:10]([CH2:13][CH:14]([CH3:15])[N:8]3[CH:7]=[C:6]([C:16]([OH:18])=[O:17])[C:5]2=[O:19])[C:11]=1F.[NH:21]1[CH2:26][CH2:25][NH:24][CH2:23][CH2:22]1>CN1CCCC1=O>[F:1][C:2]1[C:3]([NH2:20])=[C:4]2[C:9]3=[C:10]([CH2:13][CH:14]([CH3:15])[N:8]3[CH:7]=[C:6]([C:16]([OH:18])=[O:17])[C:5]2=[O:19])[C:11]=1[N:21]1[CH2:26][CH2:25][NH:24][CH2:23][CH2:22]1. Procedure: In the same manner as described in Example 3, 8,9-difluoro-7-amino-2-methyl-6-oxo-1,2-dihydro-pyrrolo[3,2,1-ij]quinoline-5-carboxylic acid (3 g), anhydrous piperazine (4.6 g) and N-methylpyrrolidone (30 ml) are treated to give 8-fluoro-2-methyl-9-(1-piperazinyl)-7-amino-6-oxo-1,2-dihydro-pyrrolo[3,2,1-ij]quinoline-5-carboxylic acid (2.1 g), as pale yellow cubic crystals. m.p. 256°-259° C. (decomp.) Reactants: ClC=1C=CC(=NC1)C(=N)C1=CC(=CC(=C1)C(F)(F)F)F ((5-chloropyridin-2-yl)(3-fluoro-5-(trifluoromethyl)phenyl)methanimine), Cl.CC=1N=C(SC1C)N (4,5-dimethylthiazol-2-amine HCl salt). The solvent is CC=1C=CC=CC1C (o-xylene). Yields the product ClC=1C=CC(=NC1)\C(=N\C=1SC(=C(N1)C)C)\C1=CC(=CC(=C1)C(F)(F)F)F ((E)-N-((5-chloropyridin-2-yl)(3-fluoro-5-(trifluoromethyl)phenyl)methylene)-4,5-dimethylthiazol-2-amine). Yield: 44.0%. RXN SMILES: [Cl:1][C:2]1[CH:3]=[CH:4][C:5]([C:8]([C:10]2[CH:15]=[C:14]([C:16]([F:19])([F:18])[F:17])[CH:13]=[C:12]([F:20])[CH:11]=2)=[NH:9])=[N:6][CH:7]=1.Cl.[CH3:22][C:23]1[N:24]=[C:25](N)[S:26][C:27]=1[CH3:28]>CC1C=CC=CC=1C>[Cl:1][C:2]1[CH:3]=[CH:4][C:5](/[C:8](/[C:10]2[CH:15]=[C:14]([C:16]([F:19])([F:17])[F:18])[CH:13]=[C:12]([F:20])[CH:11]=2)=[N:9]/[C:25]2[S:26][C:27]([CH3:28])=[C:23]([CH3:22])[N:24]=2)=[N:6][CH:7]=1 |f:1.2|. Reported procedure: A solution of (5-chloropyridin-2-yl)(3-fluoro-5-(trifluoromethyl)phenyl)methanimine (1.7 g, 5.6 mmol) and 4,5-dimethylthiazol-2-amine HCl salt (900 mg, 5 mmol) in o-xylene (10 mL) was heated at 150° C. for 18 h, then allowed to cool to room temperature. The solvent was removed under reduced pressure and the residue purified by ISCO chromatography (80 g column) using hexanes/EtOAc (0-40%) over 25 min to give (E)-N-((5-chloropyridin-2-yl)(3-fluoro-5-(trifluoromethyl)phenyl)methylene)-4,5-dimethylt... Product: NC=1C(C=CC(=CC1)SC1=C(C=CC=C1)C(=O)O)=O (2-amino-5-[(2-caboxyphenyl)thio]-2,4,6-cycloheptatrien-1-one). Solvent: CO (methanol). Run at temperature 80 celsius. Procedure details: A solution of 5-[(2-carboxyphenyl)thio]-2-methoxy-2,4,6-cycloheptatrien-1-one (1.0 g, prepared from 5-chloro-2-methoxy-2,4,6-cycloheptatrien-1-one and 2-mercaptobenzoic acid) in methanol (30 ml) at -25° C is saturated with ammonia gas. The solution is heated in a pressure bottle at 80° C for 8 hours and cooled to -70° C. The bottle is opened and the solvent is evaporated to give 2-amino-5-[(2-caboxyphenyl)thio]-2,4,6-cycloheptatrien-1-one. Reactants: C(=O)(O)C1=C(C=CC=C1)SC1=CC=C(C(C=C1)=O)OC (5-[(2-carboxyphenyl)thio]-2-methoxy-2,4,6-cycloheptatrien-1-one), N (ammonia). Reaction SMILES: [C:1]([C:4]1[CH:9]=[CH:8][CH:7]=[CH:6][C:5]=1[S:10][C:11]1[CH:17]=[CH:16][C:15](=O)[C:14]([O:19]C)=[CH:13][CH:12]=1)([OH:3])=[O:2].[NH3:21]>CO>[NH2:21][C:15]1[C:14](=[O:19])[CH:13]=[CH:12][C:11]([S:10][C:5]2[CH:6]=[CH:7][CH:8]=[CH:9][C:4]=2[C:1]([OH:3])=[O:2])=[CH:17][CH:16]=1. Starting materials: BrC=1N=C(SC1)C (4-bromo-2-methylthiazole), COC1=C(N)C=CC=C1B1OC(C(O1)(C)C)(C)C (2-methoxy-3-(4,4,5,5-tetramethyl-1,3,2-dioxaborolan-2-yl)aniline), P(=O)([O-])([O-])[O-].[K+].[K+].[K+] (potassium phosphate). Yield: 75.5%. Procedure: A stirred mixture of 4-bromo-2-methylthiazole (128 mg, 0.719 mmol), 2-methoxy-3-(4,4,5,5-tetramethyl-1,3,2-dioxaborolan-2-yl)aniline (197 mg, 0.791 mmol) and 1,1′-bis(di-tert-Butylphosphino)ferrocene palladium dichloride (14.06 mg, 0.022 mmol) in dioxane (4 mL) was degassed by bubbling nitrogen through the mixture for 5 minutes. To this was added aqueous potassium phosphate (K3PO4, 2M, 1.078 mL, 2.157 mmol) and the reaction mixture was heated to 100° C. for one hour. The reaction mixture was coo... Run in C(C)(=O)OCC (ethyl acetate), O1CCOCC1 (dioxane). RXN SMILES: Br[C:2]1[N:3]=[C:4]([CH3:7])[S:5][CH:6]=1.[CH3:8][O:9][C:10]1[C:16](B2OC(C)(C)C(C)(C)O2)=[CH:15][CH:14]=[CH:13][C:11]=1[NH2:12].P([O-])([O-])([O-])=O.[K+].[K+].[K+]>O1CCOCC1.C(OCC)(=O)C.[Pd](Cl)Cl.C(P(C(C)(C)C)[C-]1C=CC=C1)(C)(C)C.[C-]1(P(C(C)(C)C)C(C)(C)C)C=CC=C1.[Fe+2]>[CH3:8][O:9][C:10]1[C:16]([C:2]2[N:3]=[C:4]([CH3:7])[S:5][CH:6]=2)=[CH:15][CH:14]=[CH:13][C:11]=1[NH2:12] |f:2.3.4.5,8.9.10.11|. The reagents and catalysts are [Pd](Cl)Cl.C(C)(C)(C)P([C-]1C=CC=C1)C(C)(C)C.[C-]1(C=CC=C1)P(C(C)(C)C)C(C)(C)C.[Fe+2] (1,1′-bis(di-tert-Butylphosphino)ferrocene palladium dichloride). Reaction conditions: temperature 100 celsius. The product is COC1=C(N)C=CC=C1C=1N=C(SC1)C (2-methoxy-3-(2-methylthiazol-4-yl)aniline). Starting materials: C[P+](C)(C)CC#N, CCC#N, CCN(C(C)C)C(C)C, [I-], N#Cc1ccc(N2CCNCC2)nc1, O=C1Nc2cc(CO)cnc2N2CCOCC12. Product: N#Cc1ccc(N2CCN(Cc3cnc4c(c3)NC(=O)C3COCCN43)CC2)nc1. RXN SMILES: [C:19]([CH2:20][P+:21]([CH3:22])([CH3:23])[CH3:24])#[N:25].[C:49](#[N:50])[CH2:51][CH3:52].[CH2:26]([N:27]([CH:28]([CH3:29])[CH3:30])[CH:31]([CH3:32])[CH3:33])[CH3:34].[I-:18].[N:35]1([c:41]2[n:42][cH:43][c:44]([C:45]#[N:46])[cH:47][cH:48]2)[CH2:36][CH2:37][NH:38][CH2:39][CH2:40]1.[OH:1][CH2:2][c:3]1[cH:4][c:5]2[c:10]([n:11][cH:12]1)[N:9]1[CH:8]([C:7](=[O:17])[NH:6]2)[CH2:16][O:15][CH2:14][CH2:13]1>>[CH2:2]([c:3]1[cH:4][c:5]2[c:10]([n:11][cH:12]1)[N:9]1[CH:8]([C:7](=[O:17])[NH:6]2)[CH2:16][O:15][CH2:14][CH2:13]1)[N:38]1[CH2:37][CH2:36][N:35]([c:41]2[n:42][cH:43][c:44]([C:45]#[N:46])[cH:47][cH:48]2)[CH2:40][CH2:39]1.